From a dataset of the Open Reaction Database (ORD), a public repository of structured organic reaction records. describe an organic reaction: reactants, conditions, products, and yield The reactants are O=C(Cl)C(=O)Cl, ClCCl, CN(C)C=O, O=C(O)c1cccnc1. Yields the product O=C(Cl)c1cccnc1. Reaction SMILES: [Cl:15][C:16]([C:17]([Cl:18])=[O:19])=[O:20].[Cl:21][CH2:22][Cl:23].[O:10]=[CH:11][N:12]([CH3:13])[CH3:14].[OH:1][C:2](=[O:3])[c:4]1[cH:5][cH:6][cH:7][n:8][cH:9]1>>[O:1]=[C:2]([c:4]1[cH:5][cH:6][cH:7][n:8][cH:9]1)[Cl:15]. The reactants are N1C(=CC2=CC=CC=C12)C(=O)OCC (ethyl indole-2-carboxylate), CN (CH3NH2). Yields the product CNC(=O)C=1NC2=CC=CC=C2C1 (N-Methyl-1H-indol-2-carboxamide). RXN SMILES: [NH:1]1[C:9]2[C:4](=[CH:5][CH:6]=[CH:7][CH:8]=2)[CH:3]=[C:2]1[C:10]([O:12]CC)=O.[CH3:15][NH2:16]>>[CH3:15][NH:16][C:10]([C:2]1[NH:1][C:9]2[C:4]([CH:3]=1)=[CH:5][CH:6]=[CH:7][CH:8]=2)=[O:12]. Procedure: A suspension of ethyl indole-2-carboxylate (25.30 g, 133.7 mmole) in 40% aqueous CH3NH2 (400 mL) was stirred at RT. The flask was tightly stoppered to keep the material inside the flask. As the reaction proceeded the product began to precipitate. The reaction was stirred at RT for 3 days, then was concentrated to remove approximately 200 mL of the solvent. The remaining residue was diluted with H2O (500 mL), and the solid was collected by suction filtration and washed with H2O. Drying under high... Reactants: c1ccc2c(c1)CCNC2, Cc1ccccc1, O=S(=O)(Cl)c1c[nH]cn1. Product: O=S(=O)(c1c[nH]cn1)N1CCc2ccccc2C1. RXN SMILES: [CH2:1]1[NH:2][CH2:3][CH2:4][c:5]2[cH:6][cH:7][cH:8][cH:9][c:10]21.[CH3:20][c:21]1[cH:22][cH:23][cH:24][cH:25][cH:26]1.[nH:11]1[cH:12][n:13][c:14]([S:16](=[O:17])(=[O:18])[Cl:19])[cH:15]1>>[CH2:1]1[N:2]([S:16]([c:14]2[n:13][cH:12][nH:11][cH:15]2)(=[O:17])=[O:18])[CH2:3][CH2:4][c:5]2[cH:6][cH:7][cH:8][cH:9][c:10]21. Yields the product ClC=1C(=CC(=C(C(=O)NS(N(C)C)(=O)=O)C1)F)O[C@@H]1CC[C@H](CC1)C(C)C (trans-5-chloro-N—(N,N-dimethylsulfamoyl)-2-fluoro-4-((4-isopropylcyclohexyl)-oxy)benzamide), solid. Procedure: Following the procedure as described in Example 8 and making variations as required to replace 5-chloro-2,4-difluoro-N-(methylsulfonyl)benzamide with 5-chloro-N—(N,N-dimethylsulfamoyl)-2,4-difluorobenzamide and adamantan-1-ylmethanol with 2-cyclopentylethanol, the title compound was obtained as a colorless solid (0.11 g, 29%): 1H NMR (300 MHz, DMSO-d6) δ 11.77 (s, 1H), 7.73 (d, J=7.5 Hz, 1H), 7.25 (d, J=12.4 Hz, 1H), 4.16 (t, J=6.5 Hz, 2H), 2.87 (s, 6H), 1.99-1.88 (m, 1H), 1.82-1.74 (m, 4H), 1.6... Yield: 29.0%. RXN SMILES: Cl[C:2]1C(F)=CC(F)=C([CH:14]=1)C(NS(C)(=O)=O)=O.[Cl:17][C:18]1[C:19](F)=[CH:20][C:21]([F:33])=[C:22]([CH:32]=1)[C:23]([NH:25][S:26](=[O:31])(=[O:30])[N:27]([CH3:29])[CH3:28])=[O:24].[C:35]12(CO)CC3CC(CC(C3)C1)C2.[CH:47]1([CH2:52][CH2:53][OH:54])[CH2:51][CH2:50][CH2:49]C1>>[Cl:17][C:18]1[C:19]([O:54][C@H:53]2[CH2:52][CH2:47][C@H:51]([CH:50]([CH3:49])[CH3:35])[CH2:14][CH2:2]2)=[CH:20][C:21]([F:33])=[C:22]([CH:32]=1)[C:23]([NH:25][S:26](=[O:31])(=[O:30])[N:27]([CH3:29])[CH3:28])=[O:24]. The reactants are C12(CC3CC(CC(C1)C3)C2)CO (adamantan-1-ylmethanol), C1(CCCC1)CCO (2-cyclopentylethanol), ClC=1C(=CC(=C(C(=O)NS(=O)(=O)C)C1)F)F (5-chloro-2,4-difluoro-N-(methylsulfonyl)benzamide), ClC=1C(=CC(=C(C(=O)NS(N(C)C)(=O)=O)C1)F)F (5-chloro-N—(N,N-dimethylsulfamoyl)-2,4-difluorobenzamide). Starting materials: C(C1=CC=CC=C1)OC(=O)NC1=NC(NC=C1)=O (N4-benzyloxycarbonyl-cytosine), C([O-])([O-])=O.[K+].[K+] (potassium carbonate), C([O-])([O-])=O.[Na+].[Na+] (Sodium carbonate), [N+](=O)([O-])C1=CC=C(C=C1)O (4-nitrophenol), Boc-anhydride. Solvent: CN(C)C=O (DMF), O1CCOCC1 (dioxane), O1CCOCC1 (dioxane). Run at temperature 0 celsius, time 8 hour. The product is C(OC(C)(C)C)(OC1=CC=C(C=C1)[N+](=O)[O-])=O (tert-Butyl 4-nitrophenyl Carbonate). Reaction SMILES: [C:1](=[O:4])([O-:3])[O-:2].[Na+].[Na+].[N+:7]([C:10]1[CH:15]=[CH:14][C:13](O)=[CH:12][CH:11]=1)([O-:9])=[O:8].[CH2:17](OC(NC1C=CNC(=O)N=1)=O)[C:18]1[CH:23]=CC=C[CH:19]=1.C(=O)([O-])[O-].[K+].[K+]>CN(C=O)C.O1CCOCC1>[C:1](=[O:3])([O:2][C:13]1[CH:14]=[CH:15][C:10]([N+:7]([O-:9])=[O:8])=[CH:11][CH:12]=1)[O:4][C:18]([CH3:23])([CH3:19])[CH3:17] |f:0.1.2,5.6.7|. Procedure details: Sodium carbonate (29.14 g; 0.275 mol) and 4-nitrophenol (12.75 g; 91.6 mmol) were mixed with dioxane (250 ml). Boc-anhydride (20.0 g; 91.6 mmol) was transferred to the mixture with dioxane (50 ml). The mixture was refluxed for 1 h, cooled to 0° C., filtered and concentrated to ⅓, and then poured into wat.82 ml;82.6 mmol) and a suspension of N4-benzyloxycarbonyl-cytosine (9, 21.0 g;82.6 mmol) and potassium carbonate (11.4 g;82.6 mmol) in dry DMF (900 ml). The mixture was stirred vigorously overni... The reactants are C1NC(CC2=CC=CC=C12)CO (1,2,3,4-tetrahydro-3-isoquinolinemethanol), C=O (formalin), C([O-])([O-])=O.[K+].[K+] (potassium carbonate), [Na] (sodium). Run in C(=O)O (formic acid). Reaction conditions: temperature 140 celsius. Product: CN1CC2=CC=CC=C2CC1CO (2-methyl-1,2,3,4-tetrahydro-3-isoquinolinemethanol). As a reaction SMILES: [CH2:1]1[C:10]2[C:5](=[CH:6][CH:7]=[CH:8][CH:9]=2)[CH2:4][CH:3]([CH2:11][OH:12])[NH:2]1.C=O.[Na].[C:16](=O)([O-])[O-].[K+].[K+]>C(O)=O>[CH3:16][N:2]1[CH:3]([CH2:11][OH:12])[CH2:4][C:5]2[C:10](=[CH:9][CH:8]=[CH:7][CH:6]=2)[CH2:1]1 |f:3.4.5,^1:14|. Procedure: In a sealed tube, a mixture of 1.80 g of 1,2,3,4-tetrahydro-3-isoquinolinemethanol, 1.69 g of 90% formic acid and 1.04 g of 35% formalin was heated at 140° C. for 16 hours. The reaction solution was cooled and then made alkaline by addition of 10% aqueous sodium solution. Subsequently, potassium carbonate was added to the solution and a precipitated oil was extracted with chloroform. The extract was dried over anhydrous sodium sulfate and placed under reduced pressure to remove the solvent. Ther... Reactants: CO, COc1ccc([N+](=O)[O-])cc1COC1CCCNC1c1ccccc1, Cl, Cl, [H][H]. Product: COc1ccc(N)cc1COC1CCCNC1c1ccccc1, Cl. RXN SMILES: [CH3:29][OH:30].[CH3:2][O:3][c:4]1[c:5]([CH2:13][O:14][CH:15]2[CH:16]([c:21]3[cH:22][cH:23][cH:24][cH:25][cH:26]3)[NH:17][CH2:18][CH2:19][CH2:20]2)[cH:6][c:7]([N+:10]([O-:11])=[O:12])[cH:8][cH:9]1.[ClH:1].[ClH:31].[H:27][H:28]>>[CH3:2][O:3][c:4]1[c:5]([CH2:13][O:14][CH:15]2[CH:16]([c:21]3[cH:22][cH:23][cH:24][cH:25][cH:26]3)[NH:17][CH2:18][CH2:19][CH2:20]2)[cH:6][c:7]([NH2:10])[cH:8][cH:9]1.[ClH:1]. Starting materials: Cl (HCl), C(C)(C)(C)OC(NC1=C(C=C(C(=C1)F)F)N)=O ((2-amino-4,5-difluoro-phenyl)-carbamic acid tert-butyl ester), C1(CCCCC1)C=O (cyclohexanecarbaldehyde), ClC=1C=C(C=CC1)CC(=O)O ((3-chloro-phenyl)-acetic acid), C1(CCCCC1)[N+]#[C-] (cyclohexyl isocyanide). Run in O1CCOCC1 (dioxane), CO (methanol). Reaction conditions: time 30 minute. The product is ClC=1C=C(CC2=NC3=C(N2C(C(=O)NC2CCCCC2)C2CCCCC2)C=C(C(=C3)F)F)C=CC1 (2-[2-(3-Chloro-benzyl)-5,6-difluoro-benzoimidazol-1-yl]-2,N-dicyclohexyl-acetamide). Yield: 21.0%. As a reaction SMILES: C(O[C:6](=O)[NH:7][C:8]1[CH:13]=[C:12]([F:14])[C:11]([F:15])=[CH:10][C:9]=1[NH2:16])(C)(C)C.[CH:18]1([CH:24]=O)[CH2:23][CH2:22][CH2:21][CH2:20][CH2:19]1.Cl[C:27]1[CH:28]=[C:29]([CH2:33][C:34]([OH:36])=O)[CH:30]=[CH:31][CH:32]=1.[CH:37]1([N+:43]#[C-])[CH2:42][CH2:41][CH2:40][CH2:39][CH2:38]1.[ClH:45]>CO.O1CCOCC1>[Cl:45][C:22]1[CH:23]=[C:18]([CH:19]=[CH:20][CH:21]=1)[CH2:24][C:6]1[N:7]([CH:33]([CH:29]2[CH2:28][CH2:27][CH2:32][CH2:31][CH2:30]2)[C:34]([NH:43][CH:37]2[CH2:42][CH2:41][CH2:40][CH2:39][CH2:38]2)=[O:36])[C:8]2[CH:13]=[C:12]([F:14])[C:11]([F:15])=[CH:10][C:9]=2[N:16]=1. Procedure details: To a solution of (2-amino-4,5-difluoro-phenyl)-carbamic acid tert-butyl ester (36.64 mg, 0.15 mmol, 1.0 equiv) in methanol (2.0 mL) was added cyclohexanecarbaldehyde (25.80 mg, 27.08 μL, 0.23 mmol, 1.5 equiv; [2043-61-0]) and the mixture stirred at rt. After 30 min, (3-chloro-phenyl)-acetic acid (34.12 mg, 0.20 mmol, 1.33 equiv; [CAS RN 1878-65-5]) and cyclohexyl isocyanide (16.38 mg, 18.41 μL, 0.15 mmol, 1.0 equiv; [931-53-3]) were added and stirring continued at rt for 2 h. A solution of 4 M H...